Dataset: the Open Reaction Database (ORD), a public repository of structured organic reaction records. Task: describe an organic reaction: reactants, conditions, products, and yield Reactants: COC([C@H](CC1=NOC(=C1)C=1SC(=CC1)Cl)NS(=O)(=O)C1=C(C(=CC=C1)N1C(COCC1)=O)CC)=O ((S)-3-[5-(5-Chloro-thiophen-2-yl)-isoxazol-3-yl]-2-[2-ethyl-3-(3-oxo-morpholin-4-yl)-benzenesulfonylamino]-propionic acid methyl ester), [Li+].[OH-] (LiOH), Cl (HCl). RXN SMILES: C[O:2][C:3](=[O:36])[C@@H:4]([NH:17][S:18]([C:21]1[CH:26]=[CH:25][CH:24]=[C:23]([N:27]2[CH2:32][CH2:31][O:30][CH2:29][C:28]2=[O:33])[C:22]=1[CH2:34][CH3:35])(=[O:20])=[O:19])[CH2:5][C:6]1[CH:10]=[C:9]([C:11]2[S:12][C:13]([Cl:16])=[CH:14][CH:15]=2)[O:8][N:7]=1.[Li+].[OH-].Cl>C1COCC1.CO.O>[Cl:16][C:13]1[S:12][C:11]([C:9]2[O:8][N:7]=[C:6]([CH2:5][C@H:4]([NH:17][S:18]([C:21]3[CH:26]=[CH:25][CH:24]=[C:23]([N:27]4[CH2:32][CH2:31][O:30][CH2:29][C:28]4=[O:33])[C:22]=3[CH2:34][CH3:35])(=[O:20])=[O:19])[C:3]([OH:36])=[O:2])[CH:10]=2)=[CH:15][CH:14]=1 |f:1.2|. Solvent: C1CCOC1 (THF), CO (MeOH), O (water). Conditions: time 8 hour. Procedure: Intermediate 7 (1.5 g, 2.71 mmol) in THF (15 ml), MeOH (5 ml) and water (5 ml) was treated with LiOH (194 mg, 8.12 mmol) and stirred at RT overnight. The mixture was acidified with HCl and extracted with ethyl acetate. The combined organic layers were washed with water and brine, dried with MgSO4, filtered and evaporated to dryness. The crude product (1.3 g) was used without further purification in the next step. Product: ClC1=CC=C(S1)C1=CC(=NO1)C[C@@H](C(=O)O)NS(=O)(=O)C1=C(C(=CC=C1)N1C(COCC1)=O)CC ((S)-3-[5-(5-Chloro-thiophen-2-yl)-isoxazol-3-yl]-2-[2-ethyl-3-(3-oxo-morpholin-4-yl)-benzenesulfonylamino]-propionic acid). Starting materials: C(C)OC(CN(C(=O)OC1=CC=C(C=C1)OC)C1=CC(=C(C(=C1)Cl)OC1=CC(=C(C=C1)OC)C(C)CC)Cl)=O ([[4-(3-sec-Butyl-4-methoxy-phenoxy)-3,5-dichloro-phenyl]-(4-methoxy-phenoxycarbonyl)-amino]-acetic acid ethyl ester), B(Br)(Br)Br (BBr3). Solvent: C(Cl)Cl (CH2Cl2), C(Cl)Cl (CH2Cl2). Reaction conditions: temperature 22.5 celsius, time 30 minute. Yields the product C(C)(CC)C=1C=C(OC2=C(C=C(C=C2Cl)N(C(=O)OC2=CC=C(C=C2)O)CC(=O)O)Cl)C=CC1O ([[4-(3-sec-Butyl-4-hydroxy-phenoxy)-3,5-dichloro-phenyl]-(4-hydroxy-phenoxycarbonyl)-amino]-acetic acid). Yield: 63.4%. RXN SMILES: C([O:3][C:4](=[O:39])[CH2:5][N:6]([C:18]1[CH:23]=[C:22]([Cl:24])[C:21]([O:25][C:26]2[CH:31]=[CH:30][C:29]([O:32]C)=[C:28]([CH:34]([CH2:36][CH3:37])[CH3:35])[CH:27]=2)=[C:20]([Cl:38])[CH:19]=1)[C:7]([O:9][C:10]1[CH:15]=[CH:14][C:13]([O:16]C)=[CH:12][CH:11]=1)=[O:8])C.B(Br)(Br)Br>C(Cl)Cl>[CH:34]([C:28]1[CH:27]=[C:26]([CH:31]=[CH:30][C:29]=1[OH:32])[O:25][C:21]1[C:20]([Cl:38])=[CH:19][C:18]([N:6]([CH2:5][C:4]([OH:39])=[O:3])[C:7]([O:9][C:10]2[CH:11]=[CH:12][C:13]([OH:16])=[CH:14][CH:15]=2)=[O:8])=[CH:23][C:22]=1[Cl:24])([CH2:36][CH3:37])[CH3:35]. Procedure: To a solution of [[4-(3-sec-Butyl-4-methoxy-phenoxy)-3,5-dichloro-phenyl]-(4-methoxy-phenoxycarbonyl)-amino]-acetic acid ethyl ester (6.4 g, 0.01 mol) in CH2Cl2 (128 mL) was cooled to −60° C. under nitrogen atmosphere. To that 1M BBr3 (boron tribromide) solution (44.44 mL) was added dropwise. The reaction mixture was allowed to warm up to 20-25° C. over 5 h. then diluted with more CH2Cl2 (30 mL) and quenched with H2O. After stirring at 20-25° C. for 30 min, organic phase was separated, washed wi... Starting materials: O=C1N(CN(C12CCN(CC2)CCCN2C(NC1=C2C=CC=C1)=O)C1=CC=CC=C1)CC=1C=C(C(=O)OC(C)(C)C)C=CC1 (tert-butyl 3-((4-oxo-8-(3-(2-oxo-2,3-dihydro-1H-benzo[d]imidazol-1-yl)propyl)-1-phenyl-1,3,8-triazaspiro[4.5]decan-3-yl)methyl)benzoate), solution, Cl (HCl). The solvent is O1CCOCC1 (dioxane). Conditions: time 4 hour. Product: O=C1N(CN(C12CCN(CC2)CCCN2C(NC1=C2C=CC=C1)=O)C1=CC=CC=C1)CC=1C=C(C(=O)O)C=CC1 (3-((4-oxo-8-(3-(2-oxo-2,3-dihydro-1H-benzo[d]imidazol-1-yl)propyl)-1-phenyl-1,3,8-triazaspiro[4.5]decan-3-yl)methyl)benzoic acid), hydrochloride salt. As a reaction SMILES: [O:1]=[C:2]1[C:6]2([CH2:11][CH2:10][N:9]([CH2:12][CH2:13][CH2:14][N:15]3[C:19]4[CH:20]=[CH:21][CH:22]=[CH:23][C:18]=4[NH:17][C:16]3=[O:24])[CH2:8][CH2:7]2)[N:5]([C:25]2[CH:30]=[CH:29][CH:28]=[CH:27][CH:26]=2)[CH2:4][N:3]1[CH2:31][C:32]1[CH:33]=[C:34]([CH:42]=[CH:43][CH:44]=1)[C:35]([O:37]C(C)(C)C)=[O:36].Cl>O1CCOCC1>[O:1]=[C:2]1[C:6]2([CH2:7][CH2:8][N:9]([CH2:12][CH2:13][CH2:14][N:15]3[C:19]4[CH:20]=[CH:21][CH:22]=[CH:23][C:18]=4[NH:17][C:16]3=[O:24])[CH2:10][CH2:11]2)[N:5]([C:25]2[CH:30]=[CH:29][CH:28]=[CH:27][CH:26]=2)[CH2:4][N:3]1[CH2:31][C:32]1[CH:33]=[C:34]([CH:42]=[CH:43][CH:44]=1)[C:35]([OH:37])=[O:36]. Procedure: To tert-butyl 3-((4-oxo-8-(3-(2-oxo-2,3-dihydro-1H-benzo[d]imidazol-1-yl)propyl)-1-phenyl-1,3,8-triazaspiro[4.5]decan-3-yl)methyl)benzoate (0.86 g, 1.44 mmol) was added 4M solution of HCl in dioxane (10 mL). After stirring at room temperature for 4 hours, the reaction mixture was concentrated in vacuo and lyophilized in acetonitrile/water (1:1) to obtain the title compound as a hydrochloride salt (0.8 g); 1H NMR (DMSO-d6): δ 1.89 (d, 2H, J=14.4 Hz), 2.15 (t, 2H, J=6.4 Hz), 2.90-2.96 (m, 2H), 3.1... The reactants are BrCCBr, C1CCOC1, C[Si](C)(C)Cl, Cc1cccc(Cl)c1, [Mg], [Na+], O=C([O-])O. The product is Cc1cccc([Si](C)(C)C)c1. RXN SMILES: [Br:9][CH2:10][CH2:11][Br:12].[CH2:24]1[O:25][CH2:26][CH2:27][CH2:28]1.[CH3:14][Si:15]([Cl:16])([CH3:17])[CH3:18].[Cl:1][c:2]1[cH:3][c:4]([CH3:8])[cH:5][cH:6][cH:7]1.[Mg:13].[Na+:23].[O-:19][C:20]([OH:21])=[O:22]>>[c:2]1([Si:15]([CH3:14])([CH3:17])[CH3:18])[cH:3][c:4]([CH3:8])[cH:5][cH:6][cH:7]1.